Task: describe an organic reaction: reactants, conditions, products, and yield. Dataset: the Open Reaction Database (ORD), a public repository of structured organic reaction records Reactants: BP-3240, MgSO4.7H2O, OP(=O)(O)[O-].[K+] (KH2PO4), OC(=O)CCCC[C@@H]1SC[C@@H]2NC(=O)N[C@H]12 (biotin), C([O-])([O-])=O.[Ca+2] (calcium carbonate), C([C@@H]1[C@H]([C@@H]([C@H]([C@H](O1)O[C@]2([C@H]([C@@H]([C@H](O2)CO)O)O)CO)O)O)O)O (sucrose), S(=O)(=O)([O-])[O-].[NH4+].[NH4+] (ammonium sulfate), CC1=C(SC=[N+]1CC=2C=NC(=NC2N)C)CCO.Cl.[Cl-] (thiamine hydrochloride). Reaction conditions: temperature 31.5 celsius, time 72 hour. Product: N[C@@H](CCCCN)C(=O)O (L-lysine). As a reaction SMILES: [CH2:1](O)[C@H:2]1[O:7][C@H:6]([O:8][C@]2(CO)O[C@H](CO)[C@@H](O)[C@@H]2O)[C@H:5](O)[C@@H:4](O)[C@@H:3]1O.S([O-])([O-])(=O)=O.[NH4+:29].[NH4+:30].OP([O-])(O)=O.[K+].CC1[N+](CC2C=NC(C)=NC=2N)=CSC=1CCO.Cl.[Cl-].C(=O)([O-])[O-].[Ca+2].OC(CCCC[C@H]1[C@@H]2[C@@H](NC(N2)=O)CS1)=O>>[NH2:29][C@H:5]([C:6]([OH:8])=[O:7])[CH2:4][CH2:3][CH2:2][CH2:1][NH2:30] |f:1.2.3,4.5,6.7.8,9.10|. Procedure details: Strains of Brevibacterium lactofermentum AJ 12593 (FERM BP-3240) were inoculated in a culture medium comprising 80 g/L of waste molasses as a sucrose, 50 g/L of ammonium sulfate, 1 g/L of KH2PO4, 1 g/L of MgSO4.7H2O, 10 mg/L of soybean protein hydrolyzate (as nitrogen), 0.1 mg/L of thiamine hydrochloride, 50 g/L of calcium carbonate and 0.3 mg/L of biotin. The mixture was cultured while agitating at 31.5° C. for 72 hours to form a L-lysine fermentation broth. Then, the resultant fermentation bro...